From a dataset of the Open Reaction Database (ORD), a public repository of structured organic reaction records. describe an organic reaction: reactants, conditions, products, and yield Starting materials: CC(=O)[O-], COc1cccc(C=O)c1C, C[N+](=O)[O-], [NH4+]. The product is COc1cccc(C=C[N+](=O)[O-])c1C. Reaction SMILES: [CH3:13][C:14](=[O:15])[O-:16].[CH3:1][c:2]1[c:3]([CH:4]=[O:5])[cH:6][cH:7][cH:8][c:9]1[O:10][CH3:11].[N+:17](=[O:18])([O-:19])[CH3:20].[NH4+:12]>>[CH3:1][c:2]1[c:3]([CH:4]=[CH:20][N+:17](=[O:18])[O-:19])[cH:6][cH:7][cH:8][c:9]1[O:10][CH3:11].